From a dataset of the Open Reaction Database (ORD), a public repository of structured organic reaction records. describe an organic reaction: reactants, conditions, products, and yield Starting materials: ClC1=CC=2C(=C(N=CC2)N)O1 (2-chlorofuro[2,3-c]pyridin-7-amine), C1=NC=CC=2C(=CC=CC12)B(O)O (5-isoquinoline boronic acid), C(=O)([O-])[O-].[K+].[K+] (K2CO3). The solvent is O1CCOCC1 (1,4-dioxane), O (water). Product: C1=NC=CC2=C(C=CC=C12)C1=CC=2C(=C(N=CC2)N)O1 (2-(isoquinolin-5-yl)furo[2,3-c]pyridin-7-amine). Yield: 90.1%. RXN SMILES: Cl[C:2]1[O:11][C:5]2=[C:6]([NH2:10])[N:7]=[CH:8][CH:9]=[C:4]2[CH:3]=1.[CH:12]1[C:21]2[CH:20]=[CH:19][CH:18]=[C:17](B(O)O)[C:16]=2[CH:15]=[CH:14][N:13]=1.C([O-])([O-])=O.[K+].[K+]>O1CCOCC1.O>[CH:12]1[C:21]2[C:16](=[C:17]([C:2]3[O:11][C:5]4=[C:6]([NH2:10])[N:7]=[CH:8][CH:9]=[C:4]4[CH:3]=3)[CH:18]=[CH:19][CH:20]=2)[CH:15]=[CH:14][N:13]=1 |f:2.3.4|. Reported procedure: A mixture of 2-chlorofuro[2,3-c]pyridin-7-amine (4.0 g, 23.8 mmol) and 5-isoquinoline boronic acid (4.33 g, 25.0 mmol) in 1,4-dioxane (150 mL) and water (50 mL) was sparged with nitrogen for 15 min and then treated with Pd(PPh3)2Cl2 (250 mg). After sparging with nitrogen for another 5 min, K2CO3 (2.2 g, 59.5 mmol) was added and the mixture heated at reflux overnight. The 1,4-dioxane was removed in vacuo and DCM was added. The phases were separated and the organic phase was washed with water, the...